This data is from the Open Reaction Database (ORD), a public repository of structured organic reaction records. The task is: describe an organic reaction: reactants, conditions, products, and yield Reactants: BrCC1CO1, CS(C)=O, Cc1cc(C=Cc2ccccc2O)on1, [H-], [H][H], [Na+], O. The product is Cc1cc(C=Cc2ccccc2OCC2CO2)on1. Reaction SMILES: [Br:20][CH2:21][CH:22]1[CH2:23][O:24]1.[CH3:25][S:26]([CH3:27])=[O:28].[CH3:3][c:4]1[n:5][o:6][c:7]([CH:9]=[CH:10][c:11]2[c:12]([OH:17])[cH:13][cH:14][cH:15][cH:16]2)[cH:8]1.[H-:1].[H:18][H:19].[Na+:2].[OH2:29]>>[CH3:3][c:4]1[n:5][o:6][c:7]([CH:9]=[CH:10][c:11]2[c:12]([O:17][CH2:21][CH:22]3[CH2:23][O:24]3)[cH:13][cH:14][cH:15][cH:16]2)[cH:8]1. Reactants: C(C)OC(=O)C1=C(N(C2=CC=C(C=C12)OC1=CC=C(C=C1)OC(C)C)C1=CC(=CC=C1)Cl)CC(=O)OCC (1-(3-Chlorophenyl)-2-ethoxycarbonylmethyl-5-(4-isopropoxyphenoxy)indole 3-carboxylic acid ethyl ester), [OH-].[Na+] (NaOH), Cl (HCl). Solvent: CCO (EtOH). Conditions: temperature 50 celsius, time 8 hour. The product is C(=O)(O)CC=1N(C2=CC=C(C=C2C1C(=O)O)OC1=CC=C(C=C1)OC(C)C)C1=CC(=CC=C1)Cl (2-Carboxymethyl-1-(3-chlorophenyl)-5-(4-isopropoxyphenoxy)indole-3-carboxylic acid). Reaction SMILES: C([O:3][C:4]([C:6]1[C:14]2[C:9](=[CH:10][CH:11]=[C:12]([O:15][C:16]3[CH:21]=[CH:20][C:19]([O:22][CH:23]([CH3:25])[CH3:24])=[CH:18][CH:17]=3)[CH:13]=2)[N:8]([C:26]2[CH:31]=[CH:30][CH:29]=[C:28]([Cl:32])[CH:27]=2)[C:7]=1[CH2:33][C:34]([O:36]CC)=[O:35])=[O:5])C.[OH-].[Na+].Cl>CCO>[C:34]([CH2:33][C:7]1[N:8]([C:26]2[CH:31]=[CH:30][CH:29]=[C:28]([Cl:32])[CH:27]=2)[C:9]2[C:14]([C:6]=1[C:4]([OH:5])=[O:3])=[CH:13][C:12]([O:15][C:16]1[CH:17]=[CH:18][C:19]([O:22][CH:23]([CH3:25])[CH3:24])=[CH:20][CH:21]=1)=[CH:11][CH:10]=2)([OH:36])=[O:35] |f:1.2|. Procedure details: A mixture of 1-(3-chlorophenyl)-2-ethoxycarbonylmethyl-5-(4-isopropoxyphenoxy)indole-3-carboxylic acid ethyl ester (65 mg, 0.12 mmol, see step (a) above), NaOH (aq, 1 M, 15 mL), and EtOH (20 mL) was heated at 50° C. for 48 h and stirred at rt overnight and acidified to pH 4 with HCl (aq, 1 M) and extracted with CH2Cl2. The organic layer was washed with H2O and brine, dried (Na2SO4), concentrated and purified by chromatography. Yield 45 mg (78%), mp 188-190° C. The reactants are FS(=O)(=O)C1=CC=C(C=C1)OC(C(F)(F)F)C(F)(F)F (1-(fluorosulfonyl)-4-[2,2,2-trifluoro-1-(trifluoromethyl) ethoxy]benzene), 2,2,2-trifluoro-1-(trifluoromethyl)ethyl-4-[2,2,2-trifluoro-1-(trifluoromethyl)ethoxy]phenylsulfonate, FC(C(OC1=CC=C(C=C1)S(=O)(=O)[O-])C(F)(F)F)(F)F (4-[2,2,2-trifluoro-1-(trifluoromethyl)ethoxy]phenylsulfonate). Product: FC(C(C(F)(F)F)O)(F)F.C(C(F)(F)F)(C(F)(F)F)O (1,1,1,3,3,3-hexafluoro-2-propanol HFIP). Reaction SMILES: FS(C1C=CC([O:11][CH:12]([C:17]([F:20])([F:19])[F:18])[C:13]([F:16])([F:15])[F:14])=CC=1)(=O)=O.[F:21][C:22]([F:40])([F:39])[CH:23]([C:35]([F:38])([F:37])[F:36])[O:24]C1C=CC(S([O-])(=O)=O)=CC=1>>[F:14][C:13]([F:16])([F:15])[CH:12]([OH:11])[C:17]([F:20])([F:19])[F:18].[CH:23]([OH:24])([C:35]([F:38])([F:37])[F:36])[C:22]([F:40])([F:39])[F:21] |f:2.3|. Procedure: Diazonium salt 1 (106.8 mg, 0.3359 mmol) was dissolved in HFIP (7.16 g) and the mixture was heated at 60° C. for 4 h. After cooling, Na2CO3 was added and the mixture was filtered. Most of the solvent was evaporated to give a pale-yellow oil, which was purified by SiO2 column chromatography with hexane/CH2Cl2 (9:1) to afford 1-(pentafluorosulfanyl)-4-[2,2,2-trifluoro-1-(trifluoromethyl)ethoxy]benzene (colorless oil; 2.0 mg, 1.6%), 1-fluoro-4-(fluorosulfonyl)benzene (Ferm & VanderWerf, J. Am. Chem... Starting materials: C(C)C1=CC2=C(C(N1CC(C1=CC=CC=C1)=O)=O)C(=C(N2C)C(=O)NC2CCN(CC2)C(CO)=O)N(C(C(F)(F)F)=O)CC (6-ethyl-3-[ethyl(trifluoroacetyl)amino]-N-[1-(hydroxyacetyl)piperidin-4-yl]-1-methyl-4-oxo-5-(2-oxo-2-phenylethyl)-4,5-dihydro-1H-pyrrolo[3,2-c]pyridine-2-carboxamide), C([O-])([O-])=O.[K+].[K+] (potassium carbonate), O (Water). Run in CO (methanol). Reaction conditions: time 3 hour. Product: C(C)C1=CC2=C(C(N1CC(C1=CC=CC=C1)=O)=O)C(=C(N2C)C(=O)NC2CCN(CC2)C(CO)=O)NCC (6-ethyl-3-(ethylamino)-N-[1-(hydroxyacetyl)piperidin-4-yl]-1-methyl-4-oxo-5-(2-oxo-2-phenylethyl)-4,5-dihydro-1H-pyrrolo[3,2-c]pyridine-2-carboxamide). Isolated yield 64.9%. As a reaction SMILES: [CH2:1]([C:3]1[N:8]([CH2:9][C:10](=[O:17])[C:11]2[CH:16]=[CH:15][CH:14]=[CH:13][CH:12]=2)[C:7](=[O:18])[C:6]2[C:19]([N:36](CC)[C:37](=O)[C:38](F)(F)F)=[C:20]([C:23]([NH:25][CH:26]3[CH2:31][CH2:30][N:29]([C:32](=[O:35])[CH2:33][OH:34])[CH2:28][CH2:27]3)=[O:24])[N:21]([CH3:22])[C:5]=2[CH:4]=1)[CH3:2].C(=O)([O-])[O-].[K+].[K+].O>CO>[CH2:1]([C:3]1[N:8]([CH2:9][C:10](=[O:17])[C:11]2[CH:16]=[CH:15][CH:14]=[CH:13][CH:12]=2)[C:7](=[O:18])[C:6]2[C:19]([NH:36][CH2:37][CH3:38])=[C:20]([C:23]([NH:25][CH:26]3[CH2:31][CH2:30][N:29]([C:32](=[O:35])[CH2:33][OH:34])[CH2:28][CH2:27]3)=[O:24])[N:21]([CH3:22])[C:5]=2[CH:4]=1)[CH3:2] |f:1.2.3|. Procedure details: A mixture of the compound of Reference Example 25 (50 mg, 0.10 mmol), 2-(4-aminopiperidin-1-yl)-2-oxoethanol hydrochloride (24 mg, 0.13 mmol), HOBt (21 mg, 0.16 mmol), WSCD (30 mg, 0.16 mmol) and triethylamine (21 mg, 0.21 mmol) in DMF (2 ml) was stirred at room temperature for 2 days. The reaction mixture was diluted with saturated aqueous sodium hydrogen carbonate, and extracted twice with ethyl acetate. The extracts were combined, washed with brine, dried over magnesium sulfate, and concentra...